Task: describe an organic reaction: reactants, conditions, products, and yield. Dataset: the Open Reaction Database (ORD), a public repository of structured organic reaction records Reactants: CCOC(OCC)C(C)N(Cc1csc2ccccc12)C(=O)C(C)N, O=C(O)CONC(=O)NCc1cccc2ccccc12. Product: CCOC(OCC)C(C)N(Cc1csc2ccccc12)C(=O)C(C)NC(=O)CONC(=O)NCc1cccc2ccccc12. As a reaction SMILES: [NH2:21][CH:22]([C:23](=[O:24])[N:25]([CH:26]([CH:27]([O:28][CH2:29][CH3:30])[O:31][CH2:32][CH3:33])[CH3:34])[CH2:35][c:36]1[c:37]2[c:38]([s:39][cH:40]1)[cH:41][cH:42][cH:43][cH:44]2)[CH3:45].[c:1]1([CH2:11][NH:12][C:13]([NH:14][O:15][CH2:16][C:17](=[O:18])[OH:19])=[O:20])[cH:2][cH:3][cH:4][c:5]2[cH:6][cH:7][cH:8][cH:9][c:10]12>>[c:1]1([CH2:11][NH:12][C:13]([NH:14][O:15][CH2:16][C:17](=[O:19])[NH:21][CH:22]([C:23](=[O:24])[N:25]([CH:26]([CH:27]([O:28][CH2:29][CH3:30])[O:31][CH2:32][CH3:33])[CH3:34])[CH2:35][c:36]2[c:37]3[c:38]([s:39][cH:40]2)[cH:41][cH:42][cH:43][cH:44]3)[CH3:45])=[O:20])[cH:2][cH:3][cH:4][c:5]2[cH:6][cH:7][cH:8][cH:9][c:10]12. Reactants: C[Si](C)(C)CCOCCl (SEM-Cl), CN(C)C=O (DMF), CC(C)([O-])C.[K+] (potassium tert-butoxide), OC=1C=NC=CC1 (3-hydroxypyridine). Solvent: C1CCOC1 (THF), O (water). Run at temperature -10 celsius, time 10 minute. Product: C[Si](CCOCOCOC=1C=NC=CC1)(C)C (3-(2-(Trimethylsilyl)ethoxymethoxymethoxy)pyridine). RXN SMILES: CN([CH:4]=[O:5])C.CC(C)([O-])C.[K+].[OH:12][C:13]1[CH:14]=[N:15][CH:16]=[CH:17][CH:18]=1.[CH3:19][Si:20]([CH2:23][CH2:24][O:25][CH2:26]Cl)([CH3:22])[CH3:21]>O.C1COCC1>[CH3:19][Si:20]([CH3:22])([CH3:21])[CH2:23][CH2:24][O:25][CH2:26][O:5][CH2:4][O:12][C:13]1[CH:14]=[N:15][CH:16]=[CH:17][CH:18]=1 |f:1.2|. Procedure: To a stirred mixture of DMF (100 mL) and THF (100 mL), was added solid potassium tert-butoxide (17.96 g, 0.16 mol). After all of the solid had dissolved, the solution was cooled to ≦5° C. and 3-hydroxypyridine (14.25 g, 0.15 mol) was added all at once. After stirring for 10 minutes, the mixture was cooled to −10° C. and SEM-Cl, 25 g, 0.15 mol) was added dropwise at such a rate that the internal temperature remained at ≦−5° C. After the addition was complete, the mixture was stirred at 0° C. for ... Reactants: BrCC1=CC=CC=C1 ((bromomethyl)benzene), [H-].[Na+] (sodium hydride), CN(C=O)C (N,N-dimethylformamide), C(C)OCCN1C(=NC=2C1=NC=CC2)NC2CCN(CC2)C(=O)OCC (ethyl 4-[[3-(2-ethoxyethyl)-3H-imidazo[4,5-b]pyridin-2-yl]amino]-1-piperidinecarboxylate). The solvent is O (water). Run at time 1 hour. Yields the product C(C)OCCN1C(=NC=2C1=NC=CC2)N(C2CCN(CC2)C(=O)OCC)CC2=CC=CC=C2 (ethyl 4-[[3-(2-ethoxyethyl)-3H-imidazo[4,5-b] pyridin-2-yl](phenylmethyl)amino]-1-piperidinecarboxylate). The yield is 13.6%. Reaction SMILES: [H-].[Na+].CN(C)C=O.[CH2:8]([O:10][CH2:11][CH2:12][N:13]1[C:17]2=[N:18][CH:19]=[CH:20][CH:21]=[C:16]2[N:15]=[C:14]1[NH:22][CH:23]1[CH2:28][CH2:27][N:26]([C:29]([O:31][CH2:32][CH3:33])=[O:30])[CH2:25][CH2:24]1)[CH3:9].Br[CH2:35][C:36]1[CH:41]=[CH:40][CH:39]=[CH:38][CH:37]=1>O>[CH2:8]([O:10][CH2:11][CH2:12][N:13]1[C:17]2=[N:18][CH:19]=[CH:20][CH:21]=[C:16]2[N:15]=[C:14]1[N:22]([CH2:35][C:36]1[CH:41]=[CH:40][CH:39]=[CH:38][CH:37]=1)[CH:23]1[CH2:28][CH2:27][N:26]([C:29]([O:31][CH2:32][CH3:33])=[O:30])[CH2:25][CH2:24]1)[CH3:9] |f:0.1|. Procedure details: A mixture of 2.7 parts of a sodium hydride dispersion 50% and 282 parts of N,N-dimethylformamide was stirred at room temperature under nitrogen atmosphere. 18.8 Parts of ethyl 4-[[3-(2-ethoxyethyl)-3H-imidazo[4,5-b]pyridin-2-yl]amino]-1-piperidinecarboxylate were added portionwise to the previous mixture. Upon complete addition, stirring for continued for 1 hour at room temperature. 10 Parts of (bromomethyl)benzene were added dropwise and upon completion, stirring was continued for 1 hour. The r... RXN SMILES: [CH3:1][C:2]([C:10]1[CH:15]=[C:14]([OH:16])[C:13]([CH:17]2[CH:22]3[CH2:23][CH:20]([C:21]3([CH3:25])[CH3:24])[C:19](=[O:26])[CH2:18]2)=[C:12]([OH:27])[CH:11]=1)([CH3:9])[CH2:3][CH2:4][CH2:5][CH2:6][CH2:7][CH3:8].C1(C)C=CC(S(O)(=O)=O)=CC=1>>[OH:16][C:14]1[C:13]2[C@H:17]3[CH2:18][C:19](=[O:26])[CH2:20][CH2:23][C@H:22]3[C:21]([CH3:25])([CH3:24])[O:27][C:12]=2[CH:11]=[C:10]([C:2]([CH3:1])([CH3:9])[CH2:3][CH2:4][CH2:5][CH2:6][CH2:7][CH3:8])[CH:15]=1. Starting materials: CC(CCCCCC)(C)C1=CC(=C(C(=C1)O)C1CC(C2C(C1C2)(C)C)=O)O (4-[4-(1,1-dimethylheptyl)-2,6-dihydroxyphenyl]-6,6-dimethyl-2-norpinanone), C1(=CC=C(C=C1)S(=O)(=O)O)C (para-toluenesulfonic acid). Yields the product OC1=CC(=CC=2OC([C@H]3[C@@H](C21)CC(CC3)=O)(C)C)C(CCCCCC)(C)C (cis-1-hydroxy-3-(1,1-dimethylheptyl)-6,6-dimethyl-6,6a,7,8,10,10a-hexahydro-9H-dibenzo[b,d]pyran-9-one). Procedure: The process according to claim 5 wherein optically active 4-[4-(1,1-dimethylheptyl)-2,6-dihydroxyphenyl]-6,6-dimethyl-2-norpinanone is reacted with para-toluenesulfonic acid to provide optically active cis-1-hydroxy-3-(1,1-dimethylheptyl)-6,6-dimethyl-6,6a,7,8,10,10a-hexahydro-9H-dibenzo[b,d]pyran-9-one. Starting materials: C(C)(C)(C)OC(=O)N1CCC(CC1)(COC1=C(C=CC=C1)C)C#N (1-(tert-butoxycarbonyl)-4-cyano-4-(2-methylphenoxymethyl)piperidine), Cl.C(C)(=O)OCC (hydrogen chloride ethyl acetate). Conditions: time 6 hour. Yields the product Cl.C(#N)C1(CCNCC1)COC1=C(C=CC=C1)C (4-cyano-4-(2-methylphenoxymethyl)piperidine hydrochloride). As a reaction SMILES: C(OC([N:8]1[CH2:13][CH2:12][C:11]([C:23]#[N:24])([CH2:14][O:15][C:16]2[CH:21]=[CH:20][CH:19]=[CH:18][C:17]=2[CH3:22])[CH2:10][CH2:9]1)=O)(C)(C)C.[ClH:25].C(OCC)(=O)C>>[ClH:25].[C:23]([C:11]1([CH2:14][O:15][C:16]2[CH:21]=[CH:20][CH:19]=[CH:18][C:17]=2[CH3:22])[CH2:12][CH2:13][NH:8][CH2:9][CH2:10]1)#[N:24] |f:1.2,3.4|. Procedure details: After adding 10 ml of 4N hydrogen chloride/ethyl acetate to 273 mg of 1-(tert-butoxycarbonyl)-4-cyano-4-(2-methylphenoxymethyl)piperidine, the mixture was stirred for 6 hours at room temperature. The solvent was distilled off under reduced pressure to obtain 336 mg of 4-cyano-4-(2-methylphenoxymethyl)piperidine hydrochloride.